Dataset: the Open Reaction Database (ORD), a public repository of structured organic reaction records. Task: describe an organic reaction: reactants, conditions, products, and yield Reactants: BrC=1C=CC(NC1)=O (5-bromopyridin-2(1H)-one), ICCO (2-iodoethanol). Product: BrC=1C=CC(N(C1)CCO)=O (5-Bromo-1-(2-hydroxyethyl)pyridin-2(1H)-one). RXN SMILES: [Br:1][C:2]1[CH:3]=[CH:4][C:5](=[O:8])[NH:6][CH:7]=1.I[CH2:10][CH2:11][OH:12]>>[Br:1][C:2]1[CH:3]=[CH:4][C:5](=[O:8])[N:6]([CH2:10][CH2:11][OH:12])[CH:7]=1. Procedure: 5-Bromo-1-(2-hydroxyethyl)pyridin-2(1H)-one was prepared from 5-bromopyridin-2(1H)-one and 2-iodoethanol following a procedure analogous to that described in Example 20 Step 1. The reactants are C=CCCN1CCC(S(=O)(=O)c2ccc(O)cc2)C1, COCOc1ccccc1I. Product: COCOc1ccccc1CCCCN1CCC(S(=O)(=O)c2ccc(O)cc2)C1. RXN SMILES: [CH2:1]([CH2:2][CH:3]=[CH2:4])[N:5]1[CH2:6][CH:7]([S:10](=[O:11])(=[O:12])[c:13]2[cH:14][cH:15][c:16]([OH:19])[cH:17][cH:18]2)[CH2:8][CH2:9]1.[I:20][c:21]1[c:22]([O:27][CH2:28][O:29][CH3:30])[cH:23][cH:24][cH:25][cH:26]1>>[CH2:1]([CH2:2][CH2:3][CH2:4][c:21]1[c:22]([O:27][CH2:28][O:29][CH3:30])[cH:23][cH:24][cH:25][cH:26]1)[N:5]1[CH2:6][CH:7]([S:10](=[O:11])(=[O:12])[c:13]2[cH:14][cH:15][c:16]([OH:19])[cH:17][cH:18]2)[CH2:8][CH2:9]1. Reactants: Cl.CN(C)CC1C(C2=CC(=CC=C2CC1)F)=O (2-[(dimethylamino)methyl]-7-fluoro-3,4-dihydro-1(2H)-naphthalenone hydrochloride), C1(=CC=CC=C1)N1CNC(C12CCNCC2)=O (1-phenyl-1,3,8-triazaspiro[4.5]decan-4-one). Run at time 8 hour. Yields the product FC1=CC=C2CCC(C(C2=C1)=O)CN1CCC2(C(NCN2C2=CC=CC=C2)=O)CC1 (8-[(7-Fluoro-1,2,3,4-tetrahydro-1-oxo-2-naphthalenyl)methyl]-1-phenyl-1,3,8-triazaspiro[4.5]decan-4-one). Yield: 97.4%. As a reaction SMILES: Cl.[CH3:2][N:3]([CH2:5][CH:6]1[CH2:15][CH2:14][C:13]2[C:8](=[CH:9][C:10]([F:16])=[CH:11][CH:12]=2)[C:7]1=[O:17])[CH3:4].[C:18]1([N:24]2[C:28]3([CH2:33]CNC[CH2:29]3)[C:27](=[O:34])[NH:26][CH2:25]2)[CH:23]=[CH:22][CH:21]=[CH:20][CH:19]=1>>[F:16][C:10]1[CH:9]=[C:8]2[C:13]([CH2:14][CH2:15][CH:6]([CH2:5][N:3]3[CH2:2][CH2:33][C:28]4([N:24]([C:18]5[CH:23]=[CH:22][CH:21]=[CH:20][CH:19]=5)[CH2:25][NH:26][C:27]4=[O:34])[CH2:29][CH2:4]3)[C:7]2=[O:17])=[CH:12][CH:11]=1 |f:0.1|. Procedure details: 5.0 g of 2-[(dimethylamino)methyl]-7-fluoro-3,4-dihydro-1(2H)-naphthalenone hydrochloride (1:1) and 5.85 g of 1-phenyl-1,3,8-triazaspiro[4.5]decan-4-one are suspended in absolute ehtanol (55 ml) and stirred overnight while a slow stream of nitrogen is bubbled through. The solid that forms is filtered off and washed with ether to give the title compound (7.7 g), melting point 162°-165° C. Reactants: BrCCCC1=CC2=C(CC(O2)CCC2=CC=CC=C2)C=C1OCC1=CC=CC=C1 (6-(3-bromopropyl)-5-benzyloxy-2-(2-phenylethyl)-2,3-dihydrobenzofuran), C(CC(O)(C(=O)O)CC(=O)O)(=O)O (citric acid), C(#N)C1=CC=C(C=C1)O (4-cyanophenol), [H-].[Na+] (sodium hydride). Solvent: CN(C=O)C (dimethylformamide), CN(C=O)C (dimethylformamide). Run at time 30 minute. Yields the product C(#N)C1=CC=C(OCCCC2=CC3=C(CC(O3)CCC3=CC=CC=C3)C=C2OCC2=CC=CC=C2)C=C1 (6-[3-(4-cyanophenoxy)propyl]-5-benzyloxy-2(2-phenylethyl)-2,3-dihydrobenzofuran). As a reaction SMILES: [C:1]([C:3]1[CH:8]=[CH:7][C:6]([OH:9])=[CH:5][CH:4]=1)#[N:2].[H-].[Na+].Br[CH2:13][CH2:14][CH2:15][C:16]1[C:32]([O:33][CH2:34][C:35]2[CH:40]=[CH:39][CH:38]=[CH:37][CH:36]=2)=[CH:31][C:19]2[CH2:20][CH:21]([CH2:23][CH2:24][C:25]3[CH:30]=[CH:29][CH:28]=[CH:27][CH:26]=3)[O:22][C:18]=2[CH:17]=1.C(O)(=O)CC(CC(O)=O)(C(O)=O)O>CN(C)C=O>[C:1]([C:3]1[CH:8]=[CH:7][C:6]([O:9][CH2:13][CH2:14][CH2:15][C:16]2[C:32]([O:33][CH2:34][C:35]3[CH:36]=[CH:37][CH:38]=[CH:39][CH:40]=3)=[CH:31][C:19]3[CH2:20][CH:21]([CH2:23][CH2:24][C:25]4[CH:30]=[CH:29][CH:28]=[CH:27][CH:26]=4)[O:22][C:18]=3[CH:17]=2)=[CH:5][CH:4]=1)#[N:2] |f:1.2|. Reported procedure: 4-cyanophenol (1.07 gm, 9 mmoles) was added in one portion to 50% sodium hydride dispersion (435 mgs; 9 mmoles) in dimethylformamide (30 mL) under nitrogen atmosphere. After stirring for 30 minutes, a solution of 6-(3-bromopropyl)-5-benzyloxy-2-(2-phenylethyl)-2,3-dihydrobenzofuran, E88, (1 gm, 2.2 mmoles) in dimethylformamide (5 mL) was added. The mixture was stirred at room temperature for 18 hours. The mixture was poured into excess 20% citric acid solution and extracted with diethyl ether. T... The reactants are ClC=1N=C(C=2C(N1)=CSC2)NC(C)C (2-chloro-4-isopropylamino-thieno[3,4-d]pyrimidine), N1CCOCC1 (morpholine). The solvent is O (water). The product is C(C)(C)NC=1C=2C(N=C(N1)N1CCOCC1)=CSC2 (4-isopropylamino-2-morpholino-thieno[3,4-d]pyrimidine). As a reaction SMILES: Cl[C:2]1[N:3]=[C:4]([NH:11][CH:12]([CH3:14])[CH3:13])[C:5]2[C:6](=[CH:8][S:9][CH:10]=2)[N:7]=1.[NH:15]1[CH2:20][CH2:19][O:18][CH2:17][CH2:16]1>O>[CH:12]([NH:11][C:4]1[C:5]2[C:6](=[CH:8][S:9][CH:10]=2)[N:7]=[C:2]([N:15]2[CH2:20][CH2:19][O:18][CH2:17][CH2:16]2)[N:3]=1)([CH3:14])[CH3:13]. Procedure: 6 g (0.26 moles) of 2-chloro-4-isopropylamino-thieno[3,4-d]pyrimidine and 25 mls. of morpholine are mixed and then heated under reflux for 4 hours. The mixture is cooled and poured into water with vigorous agitation; a brown solid appears, which is separated by filtration, washed with water and put to dry. The product is converted into the maleate, which is recrystallized from acetone. The free base is obtained again by treatment with alkali and is this way one obtains 3.4 g of pure product. M.P... Reactants: BrBr (Bromine), S1N=CC=C1N([C@@H](CC(C)C)C(=O)OC)C(=O)OCC(Cl)(Cl)Cl (methyl N-isothiazol-5-yl-N-[(2,2,2-trichloroethoxy)carbonyl]leucinate), C([O-])(O)=O.[K+] (potassium bicarbonate). Run in ClCCl (dichloromethane). Reaction conditions: time 5 hour. Product: BrC=1C=NSC1N([C@@H](CC(C)C)C(=O)OC)C(=O)OCC(Cl)(Cl)Cl (methyl N-(4-bromoisothiazol-5-yl)-N-[(2,2,2-trichloroethoxy)carbonyl]leucinate). Isolated yield 96.3%. Reaction SMILES: [Br:1]Br.[S:3]1[C:7]([N:8]([C:18]([O:20][CH2:21][C:22]([Cl:25])([Cl:24])[Cl:23])=[O:19])[C@H:9]([C:14]([O:16][CH3:17])=[O:15])[CH2:10][CH:11]([CH3:13])[CH3:12])=[CH:6][CH:5]=[N:4]1.C(=O)(O)[O-].[K+]>ClCCl>[Br:1][C:6]1[CH:5]=[N:4][S:3][C:7]=1[N:8]([C:18]([O:20][CH2:21][C:22]([Cl:23])([Cl:24])[Cl:25])=[O:19])[C@H:9]([C:14]([O:16][CH3:17])=[O:15])[CH2:10][CH:11]([CH3:12])[CH3:13] |f:2.3|. Procedure details: Bromine (85 μL, 1.7 mmol) was added to a solution of methyl N-isothiazol-5-yl-N-[(2,2,2-trichloroethoxy)carbonyl]leucinate (150 mg, 0.370 mmol) in dichloromethane (2.0 mL) over powdered potassium bicarbonate (370 mg, 3.7 mmol) with rapid stirring at rt for 5 h. Excess bromine was quenched by the addition of 1 M aqueous NaHSO3 solution and the mixture was partitioned between water and ether. The layers were separated and the aqueous phase was extracted with additional ether (2×). The extracts wer... The reactants are ClC1=CC=C(C=N1)C1=CC=2N(C(N(C(C2N1)=O)CCC)=O)CCC (6-(6-chloropyridin-3-yl)-1,3-dipropyl-1H-pyrrolo[3,2-d]pyrimidine-2,4(3H,5H)-dione), COCCN (methoxyethylamine). Run in CCO (EtOH). Run at temperature 164 celsius, time 28 hour. The product is COCCNC1=CC=C(C=N1)C1=CC=2N(C(N(C(C2N1)=O)CCC)=O)CCC (6-(6-(2-methoxyethylamino)pyridin-3-yl)-1,3-dipropyl-1H-pyrrolo[3,2-d]pyrimidine-2,4(3H,5H)-dione). Yield: 56.7%. Reaction SMILES: Cl[C:2]1[N:7]=[CH:6][C:5]([C:8]2[NH:16][C:15]3[C:14](=[O:17])[N:13]([CH2:18][CH2:19][CH3:20])[C:12](=[O:21])[N:11]([CH2:22][CH2:23][CH3:24])[C:10]=3[CH:9]=2)=[CH:4][CH:3]=1.[CH3:25][O:26][CH2:27][CH2:28][NH2:29]>CCO>[CH3:25][O:26][CH2:27][CH2:28][NH:29][C:2]1[N:7]=[CH:6][C:5]([C:8]2[NH:16][C:15]3[C:14](=[O:17])[N:13]([CH2:18][CH2:19][CH3:20])[C:12](=[O:21])[N:11]([CH2:22][CH2:23][CH3:24])[C:10]=3[CH:9]=2)=[CH:4][CH:3]=1. Reported procedure: 8a (100 mg) was suspended in methoxyethylamine (1.5 g), in EtOH (4 mL) in a pressure tube and stirred at 164° C. for 28 hrs. After cooling to room temperature, the solvent was removed and the solid was purified by column (26 g silica gel, RT Scientific) (CH2Cl2:MeOH=100:0 to 97:3). The fractions were evaporated and washed with ether to give the product 9a (63 mg). The mother liquid was evaporated and afforded another 30 mg of the product.